This data is from the Open Reaction Database (ORD), a public repository of structured organic reaction records. The task is: describe an organic reaction: reactants, conditions, products, and yield Reaction SMILES: [CH2:32]([SnH:33]([CH2:34][CH2:35][CH2:36][CH3:37])[CH2:38][CH2:39][CH2:40][CH3:41])[CH2:42][CH2:43][CH3:44].[CH3:1][c:2]1[c:3]2[n:4][cH:5][n:6]([CH:11]3[CH:12]([OH:13])[CH:14]([OH:15])[CH:16]([CH2:18][I:19])[O:17]3)[c:7]2[n:8][cH:9][n:10]1.[N:20]([C:21]([CH3:22])([CH3:23])[C:24]#[N:25])=[N:26][C:27]([CH3:28])([CH3:29])[C:30]#[N:31].[O:45]1[CH2:46][CH2:47][CH2:48][CH2:49]1>>[CH3:1][c:2]1[c:3]2[n:4][cH:5][n:6]([CH:11]3[CH:12]([OH:13])[CH:14]([OH:15])[CH:16]([CH3:18])[O:17]3)[c:7]2[n:8][cH:9][n:10]1. Reactants: CCCC[SnH](CCCC)CCCC, Cc1ncnc2c1ncn2C1OC(CI)C(O)C1O, CC(C)(C#N)N=NC(C)(C)C#N, C1CCOC1. Yields the product Cc1ncnc2c1ncn2C1OC(C)C(O)C1O. Starting materials: N(=NC(=O)OCC)C(=O)OCC (Diethyl azodicarboxylate), C1(=CC=CC=C1)P(C1=CC=CC=C1)C1=CC=CC=C1 (triphenyl phosphine), OCC(C(=O)O)C(CCCCC1=CC=CC=C1)S(=O)(=O)C1=CC=C(C=C1)OC (2-Hydroxymethyl-3-(4-methoxybenzenesulfonyl)-7-phenylheptanoic acid). As a reaction SMILES: N(C(OCC)=O)=NC(OCC)=O.C1(P(C2C=CC=CC=2)C2C=CC=CC=2)C=CC=CC=1.[OH:32][CH2:33][CH:34]([CH:38]([S:49]([C:52]1[CH:57]=[CH:56][C:55]([O:58][CH3:59])=[CH:54][CH:53]=1)(=[O:51])=[O:50])[CH2:39][CH2:40][CH2:41][CH2:42][C:43]1[CH:48]=[CH:47][CH:46]=[CH:45][CH:44]=1)[C:35]([OH:37])=O>C1COCC1>[CH3:59][O:58][C:55]1[CH:54]=[CH:53][C:52]([S:49]([C@@H:38]([C@@H:34]2[CH2:35][O:37][C:33]2=[O:32])[CH2:39][CH2:40][CH2:41][CH2:42][C:43]2[CH:48]=[CH:47][CH:46]=[CH:45][CH:44]=2)(=[O:50])=[O:51])=[CH:57][CH:56]=1. Reported procedure: Diethyl azodicarboxylate (0.45 mL, 2.7 mmol) is added dropwise to a solution of triphenyl phosphine (0.71 g, 2.7 mmol) in THF (18 mL) at -78° C. After 15 minutes a solution of (±)-(2R*, 3R*)-2-Hydroxymethyl-3-(4-methoxybenzenesulfonyl)-7-phenylheptanoic acid (1 g, 2.5 mmol) in THF (8 mL) is added dropwise over 5 minutes. After 30 minutes the bath is removed and the reaction is allowed to warm to 23° C. and stir for 45 minutes. The reaction is concentrated in vacuo and the crude reaction mixture ... The yield is 64.9%. The product is COC1=CC=C(C=C1)S(=O)(=O)[C@H](CCCCC1=CC=CC=C1)[C@H]1C(OC1)=O ((±)-3-(R*)-[1-(R*)-(4-methoxybenzenesulfonyl)-5-phenypentyl]oxetan-2-one). Run in C1CCOC1 (THF), C1CCOC1 (THF). Conditions: temperature 23 celsius, time 45 minute.